From a dataset of the Open Reaction Database (ORD), a public repository of structured organic reaction records. describe an organic reaction: reactants, conditions, products, and yield Reactants: [K+], O=[N+]([O-])[O-], C1=Cc2ccccc2OC1, O=S(=O)(O)O, CCOC(=O)c1cc(=O)c2ccccc2o1. The product is CCOC(=O)c1cc(=O)c2cc([N+](=O)[O-])ccc2o1. Reaction SMILES: [K+:17].[O-:18][N+:19]([O-:20])=[O:21].[O:22]1[c:23]2[cH:24][cH:25][cH:26][cH:27][c:28]2[CH:29]=[CH:30][CH2:31]1.[S:32](=[O:33])(=[O:34])([OH:35])[OH:36].[o:1]1[c:2]([C:12](=[O:13])[O:14][CH2:15][CH3:16])[cH:3][c:4](=[O:11])[c:5]2[cH:6][cH:7][cH:8][cH:9][c:10]12>>[o:1]1[c:2]([C:12](=[O:13])[O:14][CH2:15][CH3:16])[cH:3][c:4](=[O:11])[c:5]2[cH:6][c:7]([N+:19](=[O:18])[O-:20])[cH:8][cH:9][c:10]12. The reactants are O=C(n1ccnc1)n1ccnc1, C1CCC2=NCCCN2CC1, C1CCOC1, CCOC(=O)C(C(=O)[O-])[Si](C)(C)C, CC#N, O=C(O)c1cc(I)ccc1F. Yields the product CCOC(=O)CC(=O)c1cc(I)ccc1F. As a reaction SMILES: [C:1]([n:2]1[cH:3][cH:4][n:5][cH:6]1)([n:7]1[cH:8][cH:9][n:10][cH:11]1)=[O:12].[CH2:24]1[CH2:25][CH2:26][C:27]2=[N:32][CH2:31][CH2:30][CH2:29][N:28]2[CH2:33][CH2:34]1.[CH2:48]1[O:49][CH2:50][CH2:51][CH2:52]1.[CH3:35][Si:36]([CH:39]([C:37]([O-:38])=[O:45])[C:40](=[O:41])[O:42][CH2:43][CH3:44])([CH3:46])[CH3:47].[CH3:53][C:54]#[N:55].[F:13][c:14]1[c:15]([C:16](=[O:17])[OH:18])[cH:19][c:20]([I:23])[cH:21][cH:22]1>>[F:13][c:14]1[c:15]([C:16](=[O:18])[CH2:39][C:40](=[O:41])[O:42][CH2:43][CH3:44])[cH:19][c:20]([I:23])[cH:21][cH:22]1. The reactants are CCN(C(C)C)C(C)C, COc1ccc([N+](=O)[O-])c(OCC2CO2)c1, CC(=O)OC(C)=O, CCOC(C)=O. Yields the product COc1ccc(NC(C)=O)c(OCC2CO2)c1. Reaction SMILES: [CH2:17]([N:18]([CH:19]([CH3:20])[CH3:21])[CH:22]([CH3:23])[CH3:24])[CH3:25].[CH3:1][O:2][c:3]1[cH:4][cH:5][c:6]([N+:14]([O-:15])=[O:16])[c:7]([O:8][CH2:9][CH:10]2[O:11][CH2:12]2)[cH:13]1.[CH3:26][C:27](=[O:28])[O:29][C:30](=[O:31])[CH3:32].[CH3:33][CH2:34][O:35][C:36](=[O:37])[CH3:38]>>[CH3:1][O:2][c:3]1[cH:4][cH:5][c:6]([NH:14][C:27]([CH3:26])=[O:28])[c:7]([O:8][CH2:9][CH:10]2[O:11][CH2:12]2)[cH:13]1. Starting materials: CCOP(=O)(Cc1ccccc1)OCC, C[O-], CN(C)C=O, O=Cc1ccncc1F, [Na+]. Yields the product Fc1cnccc1C=Cc1ccccc1. As a reaction SMILES: [CH2:1]([c:2]1[cH:3][cH:4][cH:5][cH:6][cH:7]1)[P:8](=[O:9])([O:10][CH2:11][CH3:12])[O:13][CH2:14][CH3:15].[CH3:16][O-:17].[CH3:28][N:29]([CH3:30])[CH:31]=[O:32].[F:19][c:20]1[cH:21][n:22][cH:23][cH:24][c:25]1[CH:26]=[O:27].[Na+:18]>>[CH:1]([c:2]1[cH:3][cH:4][cH:5][cH:6][cH:7]1)=[CH:26][c:25]1[c:20]([F:19])[cH:21][n:22][cH:23][cH:24]1. The product is [S-2].[Na+].[Na+] (sodium sulfide), C(CCCCCCC)(=S)[O-].[Na+] (sodium thiooctanoate), [Cl-].[Na+] (sodium chloride). The reactants are [S-2].[Na+].[Na+] (sodium sulfide), concentrated aqueous solution, C(CCCCCCC)(=O)Cl (octanoyl chloride), C(CCCCCCC)(=O)Cl (octanoyl chloride), C(CCCCCCC)(=O)Cl (octanoyl chloride), C(CCCCCCC)(=S)[O-].[Na+] (Sodium Thiooctanoate), [S-2].[Na+].[Na+] (sodium sulfide). Reaction SMILES: [C:1]([O-:10])(=[S:9])[CH2:2][CH2:3][CH2:4][CH2:5][CH2:6][CH2:7][CH3:8].[Na+:11].[S-2].[Na+].[Na+].C([Cl:24])(=O)CCCCCCC>O.[Cl-].C[N+](CCCCCCCC)(CCCCCCCC)CCCCCCCC>[S-2:9].[Na+:11].[Na+:11].[C:1]([O-:10])(=[S:9])[CH2:2][CH2:3][CH2:4][CH2:5][CH2:6][CH2:7][CH3:8].[Na+:11].[Cl-:24].[Na+:11] |f:0.1,2.3.4,7.8,9.10.11,12.13,14.15|. Run in O (water). Conditions: time 3 minute. The reagents and catalysts are [Cl-].C[N+](CCCCCCCC)(CCCCCCCC)CCCCCCCC (methyltrioctylammonium chloride). Reported procedure: Preparation of Aqueous Sodium Thiooctanoate. A 16 weight percent aqueous solution of sodium sulfide was prepared by dissolving sodium sulfide (101 grams, 1.29 moles) in the form of hydrated flakes (168 grams, 60%) into 463 grams of water in a 5-liter round-bottomed flask. A dropping funnel was charged with octanoyl chloride (210.5 grams, 1.294 moles). The temperature of the sodium sulfide solution in the 5-liter flask measured 23° C. The addition of the octanoyl chloride to the 5-liter flask was... The reactants are C(CCCCC)OC1=CC=C(C=C1)C=1C=C(SC1)C=O (4-(4-(hexyloxy)phenyl)thiophene-2-carbaldehyde), C(C)O (ethanol), [OH-].[Na+] (sodium hydroxide). Reagents/catalysts: [N+](=O)([O-])[O-].[Ag+] (silver nitrate). The solvent is O (water). Reaction conditions: temperature 40 celsius, time 3 hour. Yields the product C(CCCCC)OC1=CC=C(C=C1)C=1C=C(SC1)C(=O)O (4-(4-(hexyloxy)phenyl)thiophene-2-carboxylic acid). RXN SMILES: [CH2:1]([O:7][C:8]1[CH:13]=[CH:12][C:11]([C:14]2[CH:15]=[C:16]([CH:19]=[O:20])[S:17][CH:18]=2)=[CH:10][CH:9]=1)[CH2:2][CH2:3][CH2:4][CH2:5][CH3:6].C([OH:23])C.[OH-].[Na+]>O.[N+]([O-])([O-])=O.[Ag+]>[CH2:1]([O:7][C:8]1[CH:13]=[CH:12][C:11]([C:14]2[CH:15]=[C:16]([C:19]([OH:23])=[O:20])[S:17][CH:18]=2)=[CH:10][CH:9]=1)[CH2:2][CH2:3][CH2:4][CH2:5][CH3:6] |f:2.3,5.6|. Procedure details: A mixture of silver nitrate (4.07 g, 24 mmol), compound 1026 (1.73 g, 6 mmol), ethanol (30 mL) and aqueous sodium hydroxide solution (1M, 48 mL) was stirred at 40° C. for 3 hours and then diluted with water (150 mL). The aqueous phase was washed with ethyl acetate (2×300 mL) and acidified to pH 1 with 1N aqueous hydrochloric acid solution. The aqueous solution was extracted with EtOAc (2×300 mL). The combined organic phases were dried over anhydrous sodium sulfate, filtered and concentrated to y... Reaction SMILES: [CH3:1][S:2][CH2:3][CH2:4][CH2:5][CH2:6][CH2:7][NH:8][C:9]1[C:18]2[C:13](=[CH:14][CH:15]=[CH:16][CH:17]=2)[N:12]=[CH:11][C:10]=1[NH2:19].[C:20](Cl)(=[O:27])[CH2:21][CH2:22][CH2:23][CH2:24][CH2:25][CH3:26]>N1C=CC=CC=1>[CH3:1][S:2][CH2:3][CH2:4][CH2:5][CH2:6][CH2:7][NH:8][C:9]1[C:18]2[C:13](=[CH:14][CH:15]=[CH:16][CH:17]=2)[N:12]=[CH:11][C:10]=1[NH:19][C:20](=[O:27])[CH2:21][CH2:22][CH2:23][CH2:24][CH2:25][CH3:26]. Yield: 100.0%. The product is CSCCCCCNC1=C(C=NC2=CC=CC=C12)NC(CCCCCC)=O (N-(4-{[5-(methylthio)pentyl]amino}quinolin-3-yl)heptanamide). Reported procedure: A round bottom flask was charged with a magnetic stir bar, N4-[5-(methylthio)pentyl]quinoline-3,4-diamine (3.17 g, 11.46 mmol) and anhydrous pyridine (46 mL) under a nitrogen atmosphere. The resulting homogeneous solution was cooled to 0° C. in an ice-water bath. To the cooled solution was added neat heptanoyl chloride (1.87 g, 12.61 mmol). The reaction was judged to be complete after stirring at ambient temperature for 1 hour. The volatiles were removed under reduced pressure and the resulting ... The solvent is N1=CC=CC=C1 (pyridine). Reaction conditions: temperature 0 celsius, time 1 hour. The reactants are CSCCCCCNC1=C(C=NC2=CC=CC=C12)N (N4-[5-(methylthio)pentyl]quinoline-3,4-diamine), C(CCCCCC)(=O)Cl (heptanoyl chloride). The reactants are ClC(=O)OC(C)C (isopropyl chloroformate), NC1=NC=CC(=C1)NC(C1=C(C=CC=C1Cl)Cl)=O (N-(2-aminopyridin-4-yl)-2,6-dichlorobenzamide). Solvent: N1=CC=CC=C1 (pyridine). Reaction conditions: time 30 minute. The product is ClC1=C(C(=O)NC2=CC(=NC=C2)NC(OC(C)C)=O)C(=CC=C1)Cl (Isopropyl 4-(2,6-dichlorobenzamido)pyridin-2-ylcarbamate). The yield is 18.9%. RXN SMILES: Cl[C:2]([O:4][CH:5]([CH3:7])[CH3:6])=[O:3].[NH2:8][C:9]1[CH:14]=[C:13]([NH:15][C:16](=[O:25])[C:17]2[C:22]([Cl:23])=[CH:21][CH:20]=[CH:19][C:18]=2[Cl:24])[CH:12]=[CH:11][N:10]=1>N1C=CC=CC=1>[Cl:24][C:18]1[CH:19]=[CH:20][CH:21]=[C:22]([Cl:23])[C:17]=1[C:16]([NH:15][C:13]1[CH:12]=[CH:11][N:10]=[C:9]([NH:8][C:2](=[O:3])[O:4][CH:5]([CH3:7])[CH3:6])[CH:14]=1)=[O:25]. Reported procedure: To a stirred solution of isopropyl chloroformate (0.066 g, 0.53 mmol) in 3 ml of pyridine was added N-(2-aminopyridin-4-yl)-2,6-dichlorobenzamide (0.1 g, 0.36 mmol). The resulting mixture was stirred for another 30 min and then concentrated under reduced pressure. The residue was purified via prep-HPLC (Gilson GX 281, Shim-pack PRC-ODS 250 mm×20 mm×2, gradient: CH3CN/10 mm/L NH4HCO3, 17 min) to give the desired product as a white solid (0.025 g, yield: 19%). 1H NMR (DMSO-d6, 500 MHz): δ 11.17 (s... Reactants: NNC(=O)c1ccc2c(c1)OCO2, CCOC(=O)c1cnc2n(c1=O)C(C)CCC2(Br)Br, c1ccncc1. Product: CCOC(=O)c1cnc2n(c1=O)C(C)CCC2=NNC(=O)c1ccc2c(c1)OCO2. As a reaction SMILES: [C:20]([c:21]1[cH:22][c:23]2[c:27]([cH:28][cH:29]1)[O:26][CH2:25][O:24]2)(=[O:30])[NH:31][NH2:32].[CH2:1]([CH3:2])[O:3][C:4](=[O:5])[c:6]1[cH:7][n:8][c:9]2[n:10]([c:11]1=[O:12])[CH:13]([CH3:19])[CH2:14][CH2:15][C:16]2([Br:17])[Br:18].[cH:33]1[cH:34][cH:35][n:36][cH:37][cH:38]1>>[CH2:1]([CH3:2])[O:3][C:4](=[O:5])[c:6]1[cH:7][n:8][c:9]2[n:10]([c:11]1=[O:12])[CH:13]([CH3:19])[CH2:14][CH2:15][C:16]2=[N:32][NH:31][C:20]([c:21]1[cH:22][c:23]2[c:27]([cH:28][cH:29]1)[O:26][CH2:25][O:24]2)=[O:30]. RXN SMILES: [Br:7][c:8]1[c:9]([O:10][CH2:11][CH2:12][NH2:13])[c:14]([Br:18])[cH:15][cH:16][cH:17]1.[CH3:19][c:20]1[cH:21][cH:22][cH:23][cH:24][cH:25]1.[CH3:1][C:2]([CH3:3])([O-:4])[CH3:5].[CH3:26][CH2:27][O:28][C:29](=[O:30])[CH3:31].[Na+:6].[O:34]=[C:35]([CH:36]=[CH:37][c:38]1[cH:39][cH:40][cH:41][cH:42][cH:43]1)[CH:44]=[CH:45][c:46]1[cH:47][cH:48][cH:49][cH:50][cH:51]1.[O:52]=[C:53]([CH:54]=[CH:55][c:56]1[cH:57][cH:58][cH:59][cH:60][cH:61]1)[CH:62]=[CH:63][c:64]1[cH:65][cH:66][cH:67][cH:68][cH:69]1.[O:70]=[C:71]([CH:72]=[CH:73][c:74]1[cH:75][cH:76][cH:77][cH:78][cH:79]1)[CH:80]=[CH:81][c:82]1[cH:83][cH:84][cH:85][cH:86][cH:87]1.[Pd:32].[Pd:33]>>[Br:7][c:8]1[c:9]2[c:14]([cH:15][cH:16][cH:17]1)[NH:13][CH2:12][CH2:11][O:10]2. Product: Brc1cccc2c1OCCN2. Starting materials: NCCOc1c(Br)cccc1Br, Cc1ccccc1, CC(C)(C)[O-], CCOC(C)=O, [Na+], O=C(C=Cc1ccccc1)C=Cc1ccccc1, O=C(C=Cc1ccccc1)C=Cc1ccccc1, O=C(C=Cc1ccccc1)C=Cc1ccccc1, [Pd], [Pd].